Dataset: the Open Reaction Database (ORD), a public repository of structured organic reaction records. Task: describe an organic reaction: reactants, conditions, products, and yield Reactants: FC=1C=CC=C2C(N(C(C12)CCC(=O)NC1=NC=C(C(=O)O)C=C1)CC1=CC=C(C=C1)F)=O (6-{3-[7-Fluoro-2-(4-fluorobenzyl)-3-oxo-2,3-dihydro-1H-isoindol-1-yl]-propionylamino}-nicotinic acid), NC1=NC=C(C=C1)C#N (2-amino-5-cyanopyridine). Product: C(#N)C=1C=CC(=NC1)NC(CCC1N(C(C2=CC=CC(=C12)F)=O)CC1=CC=C(C=C1)F)=O (N-(5-Cyano-pyridin-2-yl)-3-[7-fluoro-2-(4-fluoro-benzyl)-3-oxo-2,3-dihydro-1H-isoindol-1-yl]-propionamide). As a reaction SMILES: [F:1][C:2]1[CH:3]=[CH:4][CH:5]=[C:6]2[C:10]=1[CH:9]([CH2:11][CH2:12][C:13]([NH:15][C:16]1[CH:24]=[CH:23][C:19]([C:20](O)=O)=[CH:18][N:17]=1)=[O:14])[N:8]([CH2:25][C:26]1[CH:31]=[CH:30][C:29]([F:32])=[CH:28][CH:27]=1)[C:7]2=[O:33].[NH2:34]C1C=CC(C#N)=CN=1>>[C:20]([C:19]1[CH:23]=[CH:24][C:16]([NH:15][C:13](=[O:14])[CH2:12][CH2:11][CH:9]2[C:10]3[C:6](=[CH:5][CH:4]=[CH:3][C:2]=3[F:1])[C:7](=[O:33])[N:8]2[CH2:25][C:26]2[CH:27]=[CH:28][C:29]([F:32])=[CH:30][CH:31]=2)=[N:17][CH:18]=1)#[N:34]. Procedure: The product of Example 11, Part D (113 mg, 0.34 mmol) and 2-amino-5-cyanopyridine (41 mg, 0.34 mmol) were converted to the title compound in a manner analogous to the method described in Example 27 (61 mg, 41%). 1H NMR (400 MHz, CDCl3) δ 8.48 (broad s, 1H); 8.24 (d, J=8.6 Hz, 1H), 7.92 (d, J=8.7 Hz, 1H), 7.82 (broad s, 1H), 7.70 (d, J=7.6 Hz, 1H); 7.49-7.45 (m, 1H), 7.33 (m, 2H), 7.23 (t, J=8.6 Hz, 1H); 7.04 (t, J=8.5 Hz, 2H); 5.24 (d, J=15 Hz, 1H), 4.72 (m, 1H), 4.28 (d, J=15 Hz, 1H), 2.61-2.56...